Dataset: the Open Reaction Database (ORD), a public repository of structured organic reaction records. Task: describe an organic reaction: reactants, conditions, products, and yield Reactants: N\C(=C/C(=O)OC)\C (methyl 3-aminocrotonate), N\C(=C/C(=O)OC)\C (methyl 3-aminocrotonate), FC1=CC=C(C=C1)C=C(C(C)=O)C1=CC=CC=C1 (1-(4-fluorophenyl)-2-phenylbuten-3-one), N\C(=C/C(=O)OC)\C (methyl 3-amino-crotonate), C(C)O (ethanol). Solvent: C(C)(=O)O (acetic acid), C(C)(=O)O (acetic acid), C(C)(=O)O (acetic acid). Yields the product CC=1NC(=C(C(C1C(=O)OC)C1=CC=C(C=C1)F)C1=CC=CC=C1)C (Methyl 1,4-dihydro-2,6-dimethyl-4-(4-fluorophenyl)-5-phenyl-pyridine-3-carboxylate). The yield is 111.1%. As a reaction SMILES: [F:1][C:2]1[CH:7]=[CH:6][C:5]([CH:8]=[C:9]([C:13]2[CH:18]=[CH:17][CH:16]=[CH:15][CH:14]=2)[C:10](=O)[CH3:11])=[CH:4][CH:3]=1.[NH2:19]/[C:20](/[CH3:26])=[CH:21]\[C:22]([O:24][CH3:25])=[O:23].C(O)C>C(O)(=O)C>[CH3:26][C:20]1[NH:19][C:10]([CH3:11])=[C:9]([C:13]2[CH:18]=[CH:17][CH:16]=[CH:15][CH:14]=2)[CH:8]([C:5]2[CH:6]=[CH:7][C:2]([F:1])=[CH:3][CH:4]=2)[C:21]=1[C:22]([O:24][CH3:25])=[O:23]. Reported procedure: 24.0 g (0.1 mol) of 1-(4-fluorophenyl)-2-phenylbuten-3-one, 23 g (0.2 mol) of methyl 3-amino-crotonate and 6 ml (0.1 mol) of glacial acetic acid are heated under reflux overnight in 150 m of ethanol, heated under reflux for 18 h after addition of 11.5 g (0.1 mol) of methyl 3-aminocrotonate and 3 ml of glacial acetic acid and heated under reflux for 18 h once more after repeated addition of 11.5 g (0.1 mol) of methyl 3-aminocrotonate and 3 ml of glacial acetic acid. The solvent is removed in vacu... The reactants are O=C([O-])O, CCOC(C)=O, CCc1cc(-n2ccnc2)c(C)nc1OC, CC#N, C[Si](C)(C)Cl, ClCCl, [I-], [Na+], [Na+], O. Yields the product CCc1cc(-n2ccnc2)c(C)[nH]c1=O. RXN SMILES: [C:24](=[O:25])([OH:26])[O-:27].[C:30]([O:31][CH2:32][CH3:33])(=[O:34])[CH3:35].[CH2:1]([CH3:2])[c:3]1[c:4]([O:15][CH3:16])[n:5][c:6]([CH3:14])[c:7](-[n:9]2[cH:10][n:11][cH:12][cH:13]2)[cH:8]1.[CH3:39][C:40]#[N:41].[Cl:19][Si:20]([CH3:21])([CH3:22])[CH3:23].[Cl:36][CH2:37][Cl:38].[I-:18].[Na+:17].[Na+:28].[OH2:29]>>[CH2:1]([CH3:2])[c:3]1[c:4](=[O:15])[nH:5][c:6]([CH3:14])[c:7](-[n:9]2[cH:10][n:11][cH:12][cH:13]2)[cH:8]1. Reactants: COC(=O)C=1SC(=CC1N(C(=O)[C@@H]1CC[C@H](CC1)C)[C@@H]1CC[C@H](CC1)O)C1=CCC(CC1)(C)C (5-(4,4-dimethyl-cyclohex-1-enyl)-3-[(trans-4-hydroxy-cyclohexyl)-(trans-4-methyl-cyclohexanecarbonyl)-amino]-thiophene-2-carboxylic acid methyl ester), C(C)N(C(C)C)C(C)C (i-Pr2EtN), COCCl (chloromethyl methyl ether). Reagents/catalysts: CN(C)C=1C=CN=CC1 (DMAP). Solvent: C(Cl)Cl (CH2Cl2), C(Cl)Cl (CH2Cl2). Conditions: time 8 hour. Product: COC(=O)C=1SC(=CC1N(C(=O)[C@@H]1CC[C@H](CC1)C)[C@@H]1CC[C@H](CC1)OCOC)C1=CCC(CC1)(C)C (5-(4,4-dimethyl-cyclohex-1-enyl)-3-[(trans-4-methoxymethoxy-cyclohexyl)-(trans-4-methyl-cyclohexanecarbonyl)-amino]-thiophene-2-carboxylic acid methyl ester). Yield: 64.8%. Reaction SMILES: [CH3:1][O:2][C:3]([C:5]1[S:6][C:7]([C:27]2[CH2:32][CH2:31][C:30]([CH3:34])([CH3:33])[CH2:29][CH:28]=2)=[CH:8][C:9]=1[N:10]([C@H:20]1[CH2:25][CH2:24][C@H:23]([OH:26])[CH2:22][CH2:21]1)[C:11]([C@H:13]1[CH2:18][CH2:17][C@H:16]([CH3:19])[CH2:15][CH2:14]1)=[O:12])=[O:4].C(N(C(C)C)C(C)C)C.[CH3:44][O:45][CH2:46]Cl>CN(C1C=CN=CC=1)C.C(Cl)Cl>[CH3:1][O:2][C:3]([C:5]1[S:6][C:7]([C:27]2[CH2:32][CH2:31][C:30]([CH3:33])([CH3:34])[CH2:29][CH:28]=2)=[CH:8][C:9]=1[N:10]([C@H:20]1[CH2:25][CH2:24][C@H:23]([O:26][CH2:44][O:45][CH3:46])[CH2:22][CH2:21]1)[C:11]([C@H:13]1[CH2:18][CH2:17][C@H:16]([CH3:19])[CH2:15][CH2:14]1)=[O:12])=[O:4]. Procedure: To a solution of 5-(4,4-dimethyl-cyclohex-1-enyl)-3-[(trans-4-hydroxy-cyclohexyl)-(trans-4-methyl-cyclohexanecarbonyl)-amino]-thiophene-2-carboxylic acid methyl ester (406 mg, 0.83 mmol), i-Pr2EtN (218 μL, 1.25 mmol) and DMAP (15 mg, 0.12 mmol) in dry CH2Cl2 (20 mL) was added chloromethyl methyl ether (95 μL, 1.25 mmol), and the mixture was stirred at room temperature overnight. Then the mixture was diluted with CH2Cl2, washed with brine, organic fraction was dried over Na2SO4, concentrated unde... Reactants: BrC=1C=CC(=C(C=O)C1)O (5-bromo-2-hydroxybenzaldehyde), C([C@H]1CO1)OS(=O)(=O)C1=CC=C(C)C=C1 ((R)-glycidyltosylate), C(=O)([O-])[O-].[K+].[K+] (K2CO3). Run in CN(C)C=O (DMF). Product: BrC=1C=CC(=C(C=O)C1)OC[C@@H]1OC1 (5-BROMO-2-[(2R)-OXIRAN-2-YLMETHOXY]BENZALDEHYDE). Isolated yield 91.2%. Reaction SMILES: [Br:1][C:2]1[CH:3]=[CH:4][C:5]([OH:10])=[C:6]([CH:9]=1)[CH:7]=[O:8].[CH2:11](OS(C1C=CC(C)=CC=1)(=O)=O)[C@@H:12]1[O:14][CH2:13]1.C([O-])([O-])=O.[K+].[K+]>CN(C=O)C>[Br:1][C:2]1[CH:3]=[CH:4][C:5]([O:10][CH2:11][C@H:12]2[CH2:13][O:14]2)=[C:6]([CH:9]=1)[CH:7]=[O:8] |f:2.3.4|. Procedure: Preparation according to Preparation 1 using 5-bromo-2-hydroxybenzaldehyde (6 g, 29 mmol), (R)-glycidyltosylate (6.7 g, 29 mmol), K2CO3 (4.9 g, 35 mmol) and DMF (12 ml). The combined organic phases were washed with LiCl (5%, 100 ml), HCl (1 N, 100 ml), brine (100 ml) and were evaporated to dryness. The residue was purified by flash column chromatography (isooctane/EtOAc) to give the crude title compound (6.8 g). MS m/z (rel. intensity, 70 eV) 257 (M+, 38), 256 (M+, 39), 200 (bp), 199 (87), 57 (8...